This data is from the Open Reaction Database (ORD), a public repository of structured organic reaction records. The task is: describe an organic reaction: reactants, conditions, products, and yield Reactants: O(C1=CC=CC=C1)C1=CC=C(C=C1)C1=NN(C2=NC=NC(=C21)N)C2CCNCC2 (3-(4-phenoxyphenyl)-1-(4-piperidyl)-1H-pyrazolo[3,4-d]pyrimidin-4-amine), O(C1=CC=CC=C1)C1=CC=C(C=C1)C1=NN(C2=NC=NC(=C21)N)C2CCNCC2 (3-(4-phenoxyphenyl)-1-(4-piperidyl)-1H-pyrazolo[3,4-d]pyrimidin-4-amine), C(C)(C)N1CCC(CC1)=O (1-isopropyl-4-piperidone), C(C)(=O)O[BH-](OC(C)=O)OC(C)=O.[Na+] (sodium triacetoxyborohydride), C(C)(=O)O (acetic acid), C([O-])(O)=O.[Na+] (sodium bicarbonate). Run in ClCCCl (1,2-dichloroethane), O (water). Reaction conditions: time 8 hour. Product: C(C)(C)N1CCC(CC1)N1CCC(CC1)N1N=C(C=2C1=NC=NC2N)C2=CC=C(C=C2)OC2=CC=CC=C2 (1-[1-(1-isopropyl-4-piperidinyl)-4-piperidinyl]-3-(4-phenoxyphenyl)-1H-pyrazolo[3,4-d]pyrimidin-4-amine). The yield is 45.1%. RXN SMILES: [O:1]([C:8]1[CH:13]=[CH:12][C:11]([C:14]2[C:22]3[C:17](=[N:18][CH:19]=[N:20][C:21]=3[NH2:23])[N:16]([CH:24]3[CH2:29][CH2:28][NH:27][CH2:26][CH2:25]3)[N:15]=2)=[CH:10][CH:9]=1)[C:2]1[CH:7]=[CH:6][CH:5]=[CH:4][CH:3]=1.[CH:30]([N:33]1[CH2:38][CH2:37][C:36](=O)[CH2:35][CH2:34]1)([CH3:32])[CH3:31].C(O[BH-](OC(=O)C)OC(=O)C)(=O)C.[Na+].C(O)(=O)C.C(=O)(O)[O-].[Na+]>O.ClCCCl>[CH:30]([N:33]1[CH2:38][CH2:37][CH:36]([N:27]2[CH2:28][CH2:29][CH:24]([N:16]3[C:17]4=[N:18][CH:19]=[N:20][C:21]([NH2:23])=[C:22]4[C:14]([C:11]4[CH:10]=[CH:9][C:8]([O:1][C:2]5[CH:7]=[CH:6][CH:5]=[CH:4][CH:3]=5)=[CH:13][CH:12]=4)=[N:15]3)[CH2:25][CH2:26]2)[CH2:35][CH2:34]1)([CH3:32])[CH3:31] |f:2.3,5.6|. Procedure details: 3-(4-phenoxyphenyl)-1-(4-piperidinyl)-1H-pyrazolo[3,4-d]pyrimidin-4-amine (Compound 2) (221 mg, 0.572 mmol), 1-isopropyl-4-piperidone(89 mg, 0.63 mmol), sodium triacetoxyborohydride (182 mg, 0.86 mmol) and glacial acetic acid(40 ul, 0.63 mmol) were mixed with 3 ml of 1,2-dichloroethane. After stirring at room temperature overnight, 2 ml of water was added followed by solid sodium bicarbonate until PH reached about 8. The layers were separated and the aqueous layer was extracted with dichlorometh... Reactants: [N+](=O)([O-])C1=C(C(=O)NC2=C(C=CC=C2C(C)C)C(C)C)C=CC=C1 (2-nitro-N-(2,6-diisopropylphenyl)benzamide). Reagents/catalysts: [Zn] (Zinc). The solvent is C(C)(=O)O (acetic acid). Reaction conditions: time 2 hour. Product: NC1=C(C(=O)NC2=C(C=CC=C2C(C)C)C(C)C)C=CC=C1 (2-amino-N-(2,6-diisopropylphenyl)benzamide). Isolated yield 77.1%. As a reaction SMILES: [N+:1]([C:4]1[CH:24]=[CH:23][CH:22]=[CH:21][C:5]=1[C:6]([NH:8][C:9]1[C:14]([CH:15]([CH3:17])[CH3:16])=[CH:13][CH:12]=[CH:11][C:10]=1[CH:18]([CH3:20])[CH3:19])=[O:7])([O-])=O>C(O)(=O)C.[Zn]>[NH2:1][C:4]1[CH:24]=[CH:23][CH:22]=[CH:21][C:5]=1[C:6]([NH:8][C:9]1[C:10]([CH:18]([CH3:19])[CH3:20])=[CH:11][CH:12]=[CH:13][C:14]=1[CH:15]([CH3:16])[CH3:17])=[O:7]. Reported procedure: Step 2): Zinc powder (7.81 g, 119 mmol) was added slowly to a solution of 2-nitro-N-(2,6-diisopropylphenyl)benzamide (2.0 g, 6.3 mmol) in acetic acid (38.3 ml) below 10° C. The mixture was stirred for 2 hours at room temperature. The excess reagent was filtered off and the filtrate was neutralized with 10% NaOH solution. The mixture was extracted with ethyl acetate. The organic layer was dried (MgSO4) and concentrated. The residue was recrystallized (ethyl acetate/hexane) to give 2-amino-N-(2,6-... Reactants: CCOC(=O)CNC1CSc2ccccc2N(CC(=O)O)C1=O, CCO, Cl, Cl, [Na+], [OH-], O. The product is O=C(O)CNC1CSc2ccccc2N(CC(=O)O)C1=O, Cl. As a reaction SMILES: [C:2](=[O:3])([OH:4])[CH2:5][N:6]1[C:7](=[O:24])[CH:8]([NH:17][CH2:18][C:19](=[O:20])[O:21][CH2:22][CH3:23])[CH2:9][S:10][c:11]2[c:12]1[cH:13][cH:14][cH:15][cH:16]2.[CH3:25][CH2:26][OH:27].[ClH:1].[ClH:30].[Na+:29].[OH-:28].[OH2:31]>>[C:2](=[O:3])([OH:4])[CH2:5][N:6]1[C:7](=[O:24])[CH:8]([NH:17][CH2:18][C:19](=[O:20])[OH:21])[CH2:9][S:10][c:11]2[c:12]1[cH:13][cH:14][cH:15][cH:16]2.[ClH:1]. The reactants are N[C@@H](CCC(=O)NCCS(=O)(=O)O)C(=O)O (gamma-L-glutamyl-taurine), C(C1=CC=CC=C1)(=O)Cl (benzoyl chloride). Product: C(C1=CC=CC=C1)(=O)N[C@@H](CCC(=O)NCCS(=O)(=O)O)C(=O)O (N-benzoyl-gamma-L-glutamyl-taurine). RXN SMILES: [NH2:1][C@H:2]([C:14]([OH:16])=[O:15])[CH2:3][CH2:4][C:5]([NH:7][CH2:8][CH2:9][S:10]([OH:13])(=[O:12])=[O:11])=[O:6].[C:17](Cl)(=[O:24])[C:18]1[CH:23]=[CH:22][CH:21]=[CH:20][CH:19]=1>>[C:17]([NH:1][C@H:2]([C:14]([OH:16])=[O:15])[CH2:3][CH2:4][C:5]([NH:7][CH2:8][CH2:9][S:10]([OH:13])(=[O:12])=[O:11])=[O:6])(=[O:24])[C:18]1[CH:23]=[CH:22][CH:21]=[CH:20][CH:19]=1. Procedure details: 25.4 mg. (0.1 mmoles) of gamma-L-glutamyl-taurine are treated with 13 μl. of benzoyl chloride as described in Example 12. The reaction mixture is processed as described in Example 12 to obtain N-benzoyl-gamma-L-glutamyl-taurine, which is purified by paper electrophoresis using a pH 6.5 buffer solution. Relative motility (related to cysteinic acid): 1.06. Rf =0.47 (in a 15:10:3:12 mixture of n-butanol, pyridine, glacial acetic acid and water). Reactants: Brc1ccc2[nH]ccc2c1, O=C1CCN(Cc2ccccc2)CC1, CO, [K+], [OH-]. The product is Brc1ccc2[nH]cc(C3=CCN(Cc4ccccc4)CC3)c2c1. Reaction SMILES: [Br:15][c:16]1[cH:17][c:18]2[cH:19][cH:20][nH:21][c:22]2[cH:23][cH:24]1.[CH2:1]([c:2]1[cH:3][cH:4][cH:5][cH:6][cH:7]1)[N:8]1[CH2:9][CH2:10][C:11](=[O:14])[CH2:12][CH2:13]1.[CH3:27][OH:28].[K+:26].[OH-:25]>>[CH2:1]([c:2]1[cH:3][cH:4][cH:5][cH:6][cH:7]1)[N:8]1[CH2:9][CH2:10][C:11]([c:19]2[c:18]3[cH:17][c:16]([Br:15])[cH:24][cH:23][c:22]3[nH:21][cH:20]2)=[CH:12][CH2:13]1. Starting materials: ClC1=C(C(=CC=C1)Cl)C=1NC2=C(N1)C=CC(=C2)C(=O)NN (2-(2,6-dichloro-phenyl)-3H-benzoimidazole-5-carboxylic acid hydrazide), C1(=CC(=CC=C1)N=C=S)C (m-tolyl isothiocyanate), CCOC(=O)C (EtOAc), CCN=C=NCCCN(C)C (EDCI). Solvent: CN(C)C=O (DMF). Reaction conditions: time 3.5 hour. The product is ClC1=C(C(=CC=C1)Cl)C=1NC2=C(N1)C=CC(=C2)C2=NN=C(O2)NC=2C=C(C=CC2)C ({5-[2-(2,6-Dichloro-phenyl)-3H-benzoimidazol-5-yl]-[1,3,4]oxadiazol-2-yl}-m-tolyl-amine). As a reaction SMILES: [Cl:1][C:2]1[CH:7]=[CH:6][CH:5]=[C:4]([Cl:8])[C:3]=1[C:9]1[NH:10][C:11]2[CH:17]=[C:16]([C:18]([NH:20][NH2:21])=[O:19])[CH:15]=[CH:14][C:12]=2[N:13]=1.[C:22]1([CH3:31])[CH:27]=[CH:26][CH:25]=[C:24]([N:28]=[C:29]=S)[CH:23]=1.CCN=C=NCCCN(C)C.CCOC(C)=O>CN(C=O)C>[Cl:1][C:2]1[CH:7]=[CH:6][CH:5]=[C:4]([Cl:8])[C:3]=1[C:9]1[NH:10][C:11]2[CH:17]=[C:16]([C:18]3[O:19][C:29]([NH:28][C:24]4[CH:23]=[C:22]([CH3:31])[CH:27]=[CH:26][CH:25]=4)=[N:21][N:20]=3)[CH:15]=[CH:14][C:12]=2[N:13]=1. Procedure details: To a solution of 2-(2,6-dichloro-phenyl)-3H-benzoimidazole-5-carboxylic acid hydrazide (150 mg, 0.466 mmol) in DMF (3 mL) add m-tolyl isothiocyanate (69 uL, 0.512 mmol) and stir for 3.5 hr. Add EDCI (179 mg, 0.932 mmol) and heat to 80° C. for 1 hr. Upon cooling to room temp dilute the reaction with EtOAc (75 mL) and extract with water (15 mL). Evaporate the organic phase and recrystallize from toluene/EtOAc. Suspend the solid in 1 N NaOH. Collect the solid wash with water and Et2O to afford the ... Starting materials: COC1=C(C(=O)N2CC(CC2)(CCOS(=O)(=O)C)C2=CC=CC=C2)C=C(C=C1)N1N=NN=C1 (1-(2-methoxy-5-(1H-tetrazol-1-yl)benzoyl)-3-phenyl-3-(2-methanesulfonyloxyethyl)pyrrolidine), I.C(C)OCCN1C(=NC2=C1C=CC=C2)N2CCNCCC2 (4-(1-(2-ethoxyethyl)-1H-benzimidazol-2-yl)[1,4]diazepane hydriodic acid salt), C(C)(C)N(C(C)C)CC (N,N-diisopropylethylamine), ClCCl.CO (dichloromethane methanol). The solvent is C(C)#N (acetonitrile). Run at time 22 hour. The product is COC1=C(C(=O)N2CC(CC2)(C2=CC=CC=C2)CCN2CCN(CCC2)C2=NC3=C(N2CCOCC)C=CC=C3)C=C(C=C1)N1N=NN=C1 (1-(2-Methoxy-5-(1H-tetrazol-1-yl)benzoyl)-3-(2-(4-(1-(2-ethoxyethyl)-1H-benzimidazol-2-yl)[1,4]diazepan-1-yl)ethyl)-3-phenylpyrrolidine). Reaction SMILES: [CH3:1][O:2][C:3]1[CH:28]=[CH:27][C:26]([N:29]2[CH:33]=[N:32][N:31]=[N:30]2)=[CH:25][C:4]=1[C:5]([N:7]1[CH2:11][CH2:10][C:9]([C:19]2[CH:24]=[CH:23][CH:22]=[CH:21][CH:20]=2)([CH2:12][CH2:13]OS(C)(=O)=O)[CH2:8]1)=[O:6].I.[CH2:35]([O:37][CH2:38][CH2:39][N:40]1[C:44]2[CH:45]=[CH:46][CH:47]=[CH:48][C:43]=2[N:42]=[C:41]1[N:49]1[CH2:55][CH2:54][CH2:53][NH:52][CH2:51][CH2:50]1)[CH3:36].C(N(CC)C(C)C)(C)C.ClCCl.CO>C(#N)C>[CH3:1][O:2][C:3]1[CH:28]=[CH:27][C:26]([N:29]2[CH:33]=[N:32][N:31]=[N:30]2)=[CH:25][C:4]=1[C:5]([N:7]1[CH2:11][CH2:10][C:9]([CH2:12][CH2:13][N:52]2[CH2:53][CH2:54][CH2:55][N:49]([C:41]3[N:40]([CH2:39][CH2:38][O:37][CH2:35][CH3:36])[C:44]4[CH:45]=[CH:46][CH:47]=[CH:48][C:43]=4[N:42]=3)[CH2:50][CH2:51]2)([C:19]2[CH:20]=[CH:21][CH:22]=[CH:23][CH:24]=2)[CH2:8]1)=[O:6] |f:1.2,4.5|. Procedure: Combine 1-(2-methoxy-5-(1H-tetrazol-1-yl)benzoyl)-3-phenyl-3-(2-methanesulfonyloxyethyl)pyrrolidine (0.92 g, 1.95 mmol), 4-(1-(2-ethoxyethyl)-1H-benzimidazol-2-yl)[1,4]diazepane hydriodic acid salt (1.6 g, 2.9 mmol), and N,N-diisopropylethylamine (2.2 mL, 12.6 mmol) in acetonitrile (36 mL). Heat to reflux. After 22 hours, cool and partition the residue between a saturated aqueous sodium bicarbonate solution and ethyl acetate. Separate the organic layer and extract with a saturated aqueous sodium... Reactants: Cc1ccccc1, CCOc1ccc(C2CCC(C3CCC4(CC3)OCCO4)CC2)c(F)c1F, O, O, OCCO, Cc1ccc(S(=O)(=O)O)cc1. Product: CCOc1ccc(C2=CCC(C3CCC4(CC3)OCCO4)CC2)c(F)c1F. Reaction SMILES: [CH3:45][c:46]1[cH:47][cH:48][cH:49][cH:50][cH:51]1.[O:1]1[CH2:2][CH2:3][O:4][C:5]12[CH2:6][CH2:7][CH:8]([CH:11]1[CH2:12][CH2:13][CH:14]([c:17]3[c:18]([F:27])[c:19]([F:26])[c:20]([O:23][CH2:24][CH3:25])[cH:21][cH:22]3)[CH2:15][CH2:16]1)[CH2:9][CH2:10]2.[OH2:28].[OH2:33].[OH:29][CH2:30][CH2:31][OH:32].[c:34]1([CH3:35])[cH:36][cH:37][c:38]([S:39]([OH:40])(=[O:41])=[O:42])[cH:43][cH:44]1>>[O:1]1[CH2:2][CH2:3][O:4][C:5]12[CH2:6][CH2:7][CH:8]([CH:11]1[CH2:12][CH:13]=[C:14]([c:17]3[c:18]([F:27])[c:19]([F:26])[c:20]([O:23][CH2:24][CH3:25])[cH:21][cH:22]3)[CH2:15][CH2:16]1)[CH2:9][CH2:10]2. Reactants: C1C(CC2=CC=CC=C12)OC=1C=C(C=CC1OC)[C@H](CC1=CC=NC=C1)C1=CC=C(N)C=C1 ((R)-4-[1-(3-(2-Indanyloxy)-4-methoxyphenyl)-2-(4-pyridyl)ethyl]aniline), C(C)N=C=O (ethyl isocyanate), ClCCl (dichloromethane), C(C)(=O)OCC (ethyl acetate). Reagents/catalysts: CN(C)C=1C=CN=CC1 (DMAP). Conditions: time 8 hour. The product is Cl.C1C(CC2=CC=CC=C12)OC=1C=C(C=CC1OC)[C@H](CC1=CC=NC=C1)C1=CC=C(C=C1)NC(=O)NCC ((R)-N-[4-{1-(3-(2-Indanyloxy)-4-methoxyphenyl)-2-(4-pyridyl)ethyl}phenyl]-N'-ethylurea hydrochloride). Yield: 77.0%. As a reaction SMILES: [CH2:1]1[C:9]2[C:4](=[CH:5][CH:6]=[CH:7][CH:8]=2)[CH2:3][CH:2]1[O:10][C:11]1[CH:12]=[C:13]([C@@H:19]([C:27]2[CH:33]=[CH:32][C:30]([NH2:31])=[CH:29][CH:28]=2)[CH2:20][C:21]2[CH:26]=[CH:25][N:24]=[CH:23][CH:22]=2)[CH:14]=[CH:15][C:16]=1[O:17][CH3:18].[CH2:34]([N:36]=[C:37]=[O:38])[CH3:35].C(OCC)(=O)C.[Cl:45]CCl>CN(C1C=CN=CC=1)C>[ClH:45].[CH2:1]1[C:9]2[C:4](=[CH:5][CH:6]=[CH:7][CH:8]=2)[CH2:3][CH:2]1[O:10][C:11]1[CH:12]=[C:13]([C@@H:19]([C:27]2[CH:33]=[CH:32][C:30]([NH:31][C:37]([NH:36][CH2:34][CH3:35])=[O:38])=[CH:29][CH:28]=2)[CH2:20][C:21]2[CH:26]=[CH:25][N:24]=[CH:23][CH:22]=2)[CH:14]=[CH:15][C:16]=1[O:17][CH3:18] |f:5.6|. Procedure details: To a solution of the aniline of Example 1 (50 mg, 1.15 mmol) in dichloromethane (5 ml) at RT was added DMAP (cat.) and ethyl isocyanate (100 μl, 1.1 eq) and the mixture stirred at this temperature overnight. The reaction mixture was concentrated in vacuo to yield a yellow foam, which was subjected to column chromatography (SiO2 ; ethyl acetate) to afford the free base of the title compound (445 mg, 77%) as a white foam. The material was converted to its hydrochloride salt (Found: C, 68.89, H, 6.... Starting materials: C(C)(C)[Mg]Cl (Isopropylmagnesium chloride), solution, BrC1=CC(=C(OC2=C(C(=O)OC)C=C(C(=N2)F)[Si](C)(C)C)C=C1)I (Methyl 2-(4-bromo-2-iodophenoxy)-6-fluoro-5-(trimethylsilyl)nicotinate). The solvent is C(C)OCC (diethyl ether), C1CCOC1 (THF). Conditions: temperature -78 celsius, time 15 minute. The product is BrC=1C=C2C(C=3C(=NC(=C(C3)[Si](C)(C)C)F)OC2=CC1)=O (7-bromo-2-fluoro-3-(trimethylsilyl)-5H-chromeno[2,3-b]pyridin-5-one). As a reaction SMILES: [Br:1][C:2]1[CH:23]=[CH:22][C:5]([O:6][C:7]2[N:16]=[C:15]([F:17])[C:14]([Si:18]([CH3:21])([CH3:20])[CH3:19])=[CH:13][C:8]=2[C:9]([O:11]C)=O)=[C:4](I)[CH:3]=1.C([Mg]Cl)(C)C>C1COCC1.C(OCC)C>[Br:1][C:2]1[CH:3]=[C:4]2[C:5](=[CH:22][CH:23]=1)[O:6][C:7]1=[N:16][C:15]([F:17])=[C:14]([Si:18]([CH3:19])([CH3:21])[CH3:20])[CH:13]=[C:8]1[C:9]2=[O:11]. Reported procedure: Methyl 2-(4-bromo-2-iodophenoxy)-6-fluoro-5-(trimethylsilyl)nicotinate (2.04 g, 3.89 mmol) was dissolved in dry THF (80 mL) and cooled in a dry ice bath to −78° C. Isopropylmagnesium chloride (2.0 M solution in diethyl ether, 3.89 mL (7.78 mmol) was added and the solution stirred for 15 minutes. The mixture was removed from the cold bath and allowed to slowly warm to RT. Water (100 mL), saturated ammonium chloride (10 mL), and EtOAc (200 mL) were added and the phases mixed and separated. The org...